Task: describe an organic reaction: reactants, conditions, products, and yield. Dataset: the Open Reaction Database (ORD), a public repository of structured organic reaction records As a reaction SMILES: [CH3:34][C:35](=[O:36])[OH:37].[F:19][c:20]1[c:21]([F:33])[c:22]([F:32])[c:23]([F:31])[c:24]2[c:25]1[C:26](=[O:27])[O:28][C:29]2=[O:30].[NH2:1][C:2]1([CH2:17][CH3:18])[C:3](=[O:16])[NH:4][C:5](=[O:15])[N:6]([c:9]2[cH:10][cH:11][cH:12][cH:13][cH:14]2)[C:7]1=[O:8]>>[N:1]1([C:2]2([CH2:17][CH3:18])[C:3](=[O:16])[NH:4][C:5](=[O:15])[N:6]([c:9]3[cH:10][cH:11][cH:12][cH:13][cH:14]3)[C:7]2=[O:8])[C:26](=[O:27])[c:25]2[c:20]([F:19])[c:21]([F:33])[c:22]([F:32])[c:23]([F:31])[c:24]2[C:29]1=[O:28]. The reactants are CC(=O)O, O=C1OC(=O)c2c(F)c(F)c(F)c(F)c21, CCC1(N)C(=O)NC(=O)N(c2ccccc2)C1=O. The product is CCC1(N2C(=O)c3c(F)c(F)c(F)c(F)c3C2=O)C(=O)NC(=O)N(c2ccccc2)C1=O. Reactants: C1CCOC1, CC(C)C[AlH]CC(C)C, CO, ClCCl, CCOC(=O)c1c(C)n(Cc2c(F)cccc2F)c(C)c(Br)c1=O. Yields the product Cc1c(Br)c(=O)c(C=O)c(C)n1Cc1c(F)cccc1F. RXN SMILES: [CH2:36]1[O:37][CH2:38][CH2:39][CH2:40]1.[CH3:1][CH:2]([CH2:3][AlH:4][CH2:5][CH:6]([CH3:7])[CH3:8])[CH3:9].[CH3:34][OH:35].[Cl:41][CH2:42][Cl:43].[F:10][c:11]1[c:12]([CH2:13][n:14]2[c:15]([CH3:28])[c:16]([Br:27])[c:17](=[O:26])[c:18]([C:21](=[O:22])[O:23][CH2:24][CH3:25])[c:19]2[CH3:20])[c:29]([F:33])[cH:30][cH:31][cH:32]1>>[F:10][c:11]1[c:12]([CH2:13][n:14]2[c:15]([CH3:28])[c:16]([Br:27])[c:17](=[O:26])[c:18]([CH:21]=[O:22])[c:19]2[CH3:20])[c:29]([F:33])[cH:30][cH:31][cH:32]1. Reaction SMILES: [Br:1][c:2]1[cH:3][c:4]2[c:5]3[c:6]([nH:7][c:8]2[c:9]([CH:11]([CH3:12])[CH3:13])[cH:10]1)[C:14]([CH2:18][CH3:19])([CH2:20][C:21](=[O:22])[O:23][CH2:24][CH3:25])[O:15][CH2:16][CH2:17]3.[CH2:26]1[O:27][CH2:28][CH2:29][CH2:30]1>>[Br:1][c:2]1[cH:3][c:4]2[c:5]3[c:6]([nH:7][c:8]2[c:9]([CH:11]([CH3:12])[CH3:13])[cH:10]1)[C:14]([CH2:18][CH3:19])([CH2:20][CH2:21][OH:22])[O:15][CH2:16][CH2:17]3. The reactants are CCOC(=O)CC1(CC)OCCc2c1[nH]c1c(C(C)C)cc(Br)cc21, C1CCOC1. The product is CCC1(CCO)OCCc2c1[nH]c1c(C(C)C)cc(Br)cc21. As a reaction SMILES: Cl[C:2]1[C:3]2[N:4]([C:18]([N:21]3[CH2:26][CH2:25][O:24][CH2:23][CH2:22]3)=[CH:19][N:20]=2)[CH:5]=[C:6]([C:10]2[CH:15]=[CH:14][C:13]([Cl:16])=[CH:12][C:11]=2[Cl:17])[C:7]=1[C:8]#[N:9].[N-:27]=[N+:28]=[N-:29].[Na+].CCOC(C)=O>CN(C=O)C>[N:27]([C:2]1[C:3]2[N:4]([C:18]([N:21]3[CH2:22][CH2:23][O:24][CH2:25][CH2:26]3)=[CH:19][N:20]=2)[CH:5]=[C:6]([C:10]2[CH:15]=[CH:14][C:13]([Cl:16])=[CH:12][C:11]=2[Cl:17])[C:7]=1[C:8]#[N:9])=[N+:28]=[N-:29] |f:1.2|. The yield is 100.0%. The solvent is CN(C)C=O (DMF). Reported procedure: A mixture of 8-chloro-6-(2,4-dichloro-phenyl)-3-morpholin-4-yl-imidazo[1,2-a]pyridine-7-carbonitrile (135 mg, 0.33 mmol, prepared according to Example 30, Step 16.1) and sodium azide (108 mg, 1.66 mmol) in DMF (1 mL) was heated at 60° C. and stirred for 4 h. The reaction mixture was cooled to RT, poured into AcOEt and washed successively with water and brine. The organic layer was dried over Na2SO4, filtered and evaporated to dryness to yield the crude title compound (144 mg, 0.33 mmol, quant.) ... Conditions: temperature 60 celsius, time 4 hour. Starting materials: ClC=1C=2N(C=C(C1C#N)C1=C(C=C(C=C1)Cl)Cl)C(=CN2)N2CCOCC2 (8-chloro-6-(2,4-dichloro-phenyl)-3-morpholin-4-yl-imidazo[1,2-a]pyridine-7-carbonitrile), [N-]=[N+]=[N-].[Na+] (sodium azide), CCOC(=O)C (AcOEt). Product: N(=[N+]=[N-])C=1C=2N(C=C(C1C#N)C1=C(C=C(C=C1)Cl)Cl)C(=CN2)N2CCOCC2 (8-Azido-6-(2,4-dichloro-phenyl)-3-morpholin-4-yl-imidazo[1,2-a]pyridine-7-carbonitrile). Starting materials: ClC1=CC2=C(C=N1)C(=NN2C(C2=CC=CC=C2)(C2=CC=CC=C2)C2=CC=CC=C2)N(CC2=CC=C(C=C2)OC)CC2=CC=C(C=C2)OC (6-chloro-N,N-bis(4-methoxybenzyl)-1-trityl-1H-pyrazolo[4,3-c]pyridin-3-amine), C(N)(OC(C)(C)C)=O (tert-Butyl carbamate), CC(C)C1=CC(=C(C(=C1)C(C)C)C2=C(C=CC(=C2P(C3CCCCC3)C4CCCCC4)OC)OC)C(C)C (brettphos), C(=O)([O-])[O-].[Cs+].[Cs+] (Cs2CO3). Reagents/catalysts: catalyst. Solvent: O1CCOCC1 (1,4-dioxane). Run at temperature 100 celsius, time 6 hour. Product: C(C)(C)(C)OC(NC1=CC2=C(C=N1)C(=NN2C(C2=CC=CC=C2)(C2=CC=CC=C2)C2=CC=CC=C2)N(CC2=CC=C(C=C2)OC)CC2=CC=C(C=C2)OC)=O (tert-butyl(3-(bis(4-methoxybenzyl)amino)-1-trityl-1H-pyrazolo[4,3-c]pyridin-6-yl)carbamate). Isolated yield 71.0%. RXN SMILES: Cl[C:2]1[N:7]=[CH:6][C:5]2[C:8]([N:30]([CH2:40][C:41]3[CH:46]=[CH:45][C:44]([O:47][CH3:48])=[CH:43][CH:42]=3)[CH2:31][C:32]3[CH:37]=[CH:36][C:35]([O:38][CH3:39])=[CH:34][CH:33]=3)=[N:9][N:10]([C:11]([C:24]3[CH:29]=[CH:28][CH:27]=[CH:26][CH:25]=3)([C:18]3[CH:23]=[CH:22][CH:21]=[CH:20][CH:19]=3)[C:12]3[CH:17]=[CH:16][CH:15]=[CH:14][CH:13]=3)[C:4]=2[CH:3]=1.[C:49](=[O:56])([O:51][C:52]([CH3:55])([CH3:54])[CH3:53])[NH2:50].CC(C1C=C(C(C)C)C(C2C(P(C3CCCCC3)C3CCCCC3)=C(OC)C=CC=2OC)=C(C(C)C)C=1)C.C([O-])([O-])=O.[Cs+].[Cs+]>O1CCOCC1>[C:52]([O:51][C:49](=[O:56])[NH:50][C:2]1[N:7]=[CH:6][C:5]2[C:8]([N:30]([CH2:40][C:41]3[CH:46]=[CH:45][C:44]([O:47][CH3:48])=[CH:43][CH:42]=3)[CH2:31][C:32]3[CH:37]=[CH:36][C:35]([O:38][CH3:39])=[CH:34][CH:33]=3)=[N:9][N:10]([C:11]([C:24]3[CH:29]=[CH:28][CH:27]=[CH:26][CH:25]=3)([C:18]3[CH:23]=[CH:22][CH:21]=[CH:20][CH:19]=3)[C:12]3[CH:17]=[CH:16][CH:15]=[CH:14][CH:13]=3)[C:4]=2[CH:3]=1)([CH3:55])([CH3:54])[CH3:53] |f:3.4.5|. Procedure details: Under inert atmosphere, to a solution of 6-chloro-N,N-bis(4-methoxybenzyl)-1-trityl-1H-pyrazolo[4,3-c]pyridin-3-amine (0.5 g, 0.77 mmol) in anhydrous 1,4-dioxane (10.0 mL) was added tert-Butyl carbamate (0.26 g, 2.3 mmol), brettphos pre catalyst (0.03 g, 0.004 mmol), Cs2CO3 (0.75 g, 2.3 mmol) and the contents were heated in a sealed tube at 100° C. After 6 h, the reaction mixture was brought back to ambient temperature and the volatiles were removed under reduced pressure. The residue thus obtai... The reactants are NC1=C(C=CC(=C1)N1C=NC(=C1)C)NC(C1=CC(=C(C=C1)C)I)=O (N-(2-amino-4-(4-methyl-1H-imidazol-1-yl)phenyl)-3-iodo-4-methylbenzamide). Run in C(C)(=O)O (acetic acid). Yields the product IC=1C=C(C=CC1C)C1=NC2=C(N1)C=C(C=C2)N2C=NC(=C2)C (2-(3-Iodo-4-methylphenyl)-6-(4-methyl-1H-imidazol-1-yl)-1H-benzo[d]imidazole). Yield: 65.2%. As a reaction SMILES: [NH2:1][C:2]1[CH:7]=[C:6]([N:8]2[CH:12]=[C:11]([CH3:13])[N:10]=[CH:9]2)[CH:5]=[CH:4][C:3]=1[NH:14][C:15](=O)[C:16]1[CH:21]=[CH:20][C:19]([CH3:22])=[C:18]([I:23])[CH:17]=1>C(O)(=O)C>[I:23][C:18]1[CH:17]=[C:16]([C:15]2[NH:1][C:2]3[CH:7]=[C:6]([N:8]4[CH:12]=[C:11]([CH3:13])[N:10]=[CH:9]4)[CH:5]=[CH:4][C:3]=3[N:14]=2)[CH:21]=[CH:20][C:19]=1[CH3:22]. Reported procedure: A solution of N-(2-amino-4-(4-methyl-1H-imidazol-1-yl)phenyl)-3-iodo-4-methylbenzamide (0.16 g, 0.37 mmol) in 5 mL glacial acetic acid was refluxed for 8 hrs, and then the mixture was evaporated in vacuo, the residue was purified by chromatography on silica gel (CH2Cl2/CH3OH 97:3 to 94:6) to give 0.1 g product as pale yellow solid (65.3%). LC/MS: m/z [M+H]+ 415.0415. The reactants are NCCCO (3-amino-1-propanol), C(C)OC(=O)[C@H](C[C@@H](C(=O)Cl)CC1=CC=CC=C1)CC1=CC=CC=C1 (4-ethoxycarbonyl-2,4-(R*,R*)-dibenzylbutyryl chloride). Solvent: C(Cl)Cl (methylene chloride), C(Cl)Cl (methylene chloride). Conditions: time 10 minute. Yields the product C(C)OC(=O)[C@H](C[C@@H](C(=O)NCCCO)CC1=CC=CC=C1)CC1=CC=CC=C1 (N-[4-ethoxycarbonyl-2,4-(R*,R*)-dibenzylbutyryl]-3-amino-1-propanol). As a reaction SMILES: [NH2:1][CH2:2][CH2:3][CH2:4][OH:5].[CH2:6]([O:8][C:9]([C@@H:11]([CH2:24][C:25]1[CH:30]=[CH:29][CH:28]=[CH:27][CH:26]=1)[CH2:12][C@H:13]([CH2:17][C:18]1[CH:23]=[CH:22][CH:21]=[CH:20][CH:19]=1)[C:14](Cl)=[O:15])=[O:10])[CH3:7]>C(Cl)Cl>[CH2:6]([O:8][C:9]([C@@H:11]([CH2:24][C:25]1[CH:30]=[CH:29][CH:28]=[CH:27][CH:26]=1)[CH2:12][C@H:13]([CH2:17][C:18]1[CH:19]=[CH:20][CH:21]=[CH:22][CH:23]=1)[C:14]([NH:1][CH2:2][CH2:3][CH2:4][OH:5])=[O:15])=[O:10])[CH3:7]. Procedure details: To the solution of 0.52 g of 3-amino-1-propanol in 10 ml of methylene chloride is added 0.5 g of 4-ethoxycarbonyl-2,4-(R*,R*)-dibenzylbutyryl chloride in 10 ml of methylene chloride. The mixture is stirred 10 minutes at room temperature. The reaction mixture is concentrated and diluted with ethyl acetate. The organic portions are washed with 1N hydrochloric acid, saturated sodium bicarbonate and saturated sodium chloride. The organic layer is dried over magnesium sulfate, filtered and concentrat... The reactants are C1=CC(=C(C=C1C(=O)C2=CC(=C(C=C2)C(=O)O)C(=O)O)C(=O)O)C(=O)O (benzophenone tetracarboxylic acid), C1=CC(=C(C=C1C(=O)C2=CC(=C(C=C2)C(=O)O)C(=O)O)C(=O)O)C(=O)O (benzophenone tetracarboxylic acid), C(C1=CC=CC=C1)(=O)C1=CC=CC=C1 (benzophenone). Yields the product C1=CC2=C(C=C1C(=O)C3=CC4=C(C=C3)C(=O)OC4=O)C(=O)OC2=O (benzophenone tetracarboxylic dianhydride). Reaction SMILES: [CH:1]1[C:6]([C:7]([C:9]2[CH:14]=[CH:13][C:12]([C:15](O)=[O:16])=[C:11]([C:18]([OH:20])=[O:19])[CH:10]=2)=[O:8])=[CH:5][C:4]([C:21]([OH:23])=[O:22])=[C:3]([C:24]([OH:26])=O)[CH:2]=1.C(C1C=CC=CC=1)(=O)C1C=CC=CC=1>>[CH:1]1[C:6]([C:7]([C:9]2[CH:14]=[CH:13][C:12]3[C:15]([O:20][C:18](=[O:19])[C:11]=3[CH:10]=2)=[O:16])=[O:8])=[CH:5][C:4]2[C:21]([O:22][C:24](=[O:26])[C:3]=2[CH:2]=1)=[O:23]. Procedure details: A process for producing benzophenone tetracarboxylic dianhydride, which comprises adding benzophenone tetracarboxylic acid to a solvent comprising, as the main constituent, an organic compound having a boiling point of more than 100° C. and being inert to benzophenone tetracarboxylic acid and benzophenone tetracarboxylic anhydrides, and heating the resulting mixture. This process enables one to produce benzophenone tetracarboxylic dianhydride having a very low moisture absorbency. The reactants are C1COCCN1, CCN(C(C)C)C(C)C, O=C(Cl)c1ccc(-c2ccc(OCCCCl)cc2)cc1, ClCCl. Product: O=C(c1ccc(-c2ccc(OCCCCl)cc2)cc1)N1CCOCC1. Reaction SMILES: [CH2:21]1[CH2:22][O:23][CH2:24][CH2:25][NH:26]1.[CH:27]([N:28]([CH:29]([CH3:30])[CH3:31])[CH2:32][CH3:33])([CH3:34])[CH3:35].[Cl:1][CH2:2][CH2:3][CH2:4][O:5][c:6]1[cH:7][cH:8][c:9](-[c:12]2[cH:13][cH:14][c:15]([C:18](=[O:19])[Cl:20])[cH:16][cH:17]2)[cH:10][cH:11]1.[Cl:36][CH2:37][Cl:38]>>[Cl:1][CH2:2][CH2:3][CH2:4][O:5][c:6]1[cH:7][cH:8][c:9](-[c:12]2[cH:13][cH:14][c:15]([C:18](=[O:19])[N:26]3[CH2:21][CH2:22][O:23][CH2:24][CH2:25]3)[cH:16][cH:17]2)[cH:10][cH:11]1.